Dataset: the Open Reaction Database (ORD), a public repository of structured organic reaction records. Task: describe an organic reaction: reactants, conditions, products, and yield Reactants: C(C1=CC=CC=C1)C1=C(N(C2=CC=C(C=C12)C1=CC=C(OCC#N)C=C1)C)C1=CC=CC=C1 ([4-(3-benzyl-1-methyl-2-phenyl-1H-indol-5-yl)-phenoxy]-acetonitrile), [N-]=[N+]=[N-].[Na+] (NaN3), [NH4+].[Cl-] (NH4Cl). The solvent is CN(C)C=O (DMF). The product is C(C1=CC=CC=C1)C1=C(N(C2=CC=C(C=C12)C1=CC=C(C=C1)OCC1=NN=NN1)C)C1=CC=CC=C1 (3-Benzyl-1-methyl-2-phenyl-5-[4-(1H-tetrazol-5-ylmethoxy)-phenyl]-1H-indole), product. The yield is 67.5%. Reaction SMILES: [CH2:1]([C:8]1[C:16]2[C:11](=[CH:12][CH:13]=[C:14]([C:17]3[CH:26]=[CH:25][C:20]([O:21][CH2:22][C:23]#[N:24])=[CH:19][CH:18]=3)[CH:15]=2)[N:10]([CH3:27])[C:9]=1[C:28]1[CH:33]=[CH:32][CH:31]=[CH:30][CH:29]=1)[C:2]1[CH:7]=[CH:6][CH:5]=[CH:4][CH:3]=1.[N-:34]=[N+:35]=[N-:36].[Na+].[NH4+].[Cl-]>CN(C=O)C>[CH2:1]([C:8]1[C:16]2[C:11](=[CH:12][CH:13]=[C:14]([C:17]3[CH:26]=[CH:25][C:20]([O:21][CH2:22][C:23]4[NH:36][N:35]=[N:34][N:24]=4)=[CH:19][CH:18]=3)[CH:15]=2)[N:10]([CH3:27])[C:9]=1[C:28]1[CH:33]=[CH:32][CH:31]=[CH:30][CH:29]=1)[C:2]1[CH:3]=[CH:4][CH:5]=[CH:6][CH:7]=1 |f:1.2,3.4|. Reported procedure: The desired product was prepared using a procedure similar to step 6 of example 3. Thus, [4-(3-benzyl-1-methyl-2-phenyl-1H-indol-5-yl)-phenoxy]-acetonitrile (0.137 g, 0.320 mmol) was reacted with NaN3 (0.104 g, 1.598 mmol) and NH4Cl (0.085 g, 1.598 mmol) in DMF (5 ml) to give the product (0.102 g, 0.216 mmol, 68%) as a pale-yellow solid, dec. 194-197° C. 1H NMR (DMSO-d6) δ 3.59 (s, 3H), 4.01 (s, 2H), 5.46 (s, 2H), 7.03-7.09 (m, 5H), 7.13-7.17 (m, 2H), 7.39-7.53 (m, 9H), 7.55 (d, J=1.2 Hz, 1H), 1... Reactants: C1CCOC1 (THF), aqueous solution, C([O-])([O-])=O.[K+].[K+] (potassium carbonate), C(C)OCCOC1=C(C=C(OC=2C=CC3=C(C=C(CCS3(=O)=O)C(=O)OC)C2)C=C1C)C (methyl 7-[4-(2-ethoxyethoxy)-3,5-dimethylphenoxy]-1,1-dioxo-2,3-dihydro-1-benzothiepine-4-carboxylate). Solvent: CO (methanol). Reaction conditions: temperature 70 celsius, time 8 hour. Product: C(C)OCCOC1=C(C=C(OC=2C=CC3=C(C=C(CCS3(=O)=O)C(=O)O)C2)C=C1C)C (7-[4-(2-ethoxyethoxy)-3,5-dimethylphenoxy]-1,1-dioxo-2,3-dihydro-1-benzothiepine-4-carboxylic acid). Yield: 87.3%. Reaction SMILES: [CH2:1]([O:3][CH2:4][CH2:5][O:6][C:7]1[C:30]([CH3:31])=[CH:29][C:10]([O:11][C:12]2[CH:13]=[CH:14][C:15]3[S:21](=[O:23])(=[O:22])[CH2:20][CH2:19][C:18]([C:24]([O:26]C)=[O:25])=[CH:17][C:16]=3[CH:28]=2)=[CH:9][C:8]=1[CH3:32])[CH3:2].C1COCC1.C(=O)([O-])[O-].[K+].[K+]>CO>[CH2:1]([O:3][CH2:4][CH2:5][O:6][C:7]1[C:8]([CH3:32])=[CH:9][C:10]([O:11][C:12]2[CH:13]=[CH:14][C:15]3[S:21](=[O:23])(=[O:22])[CH2:20][CH2:19][C:18]([C:24]([OH:26])=[O:25])=[CH:17][C:16]=3[CH:28]=2)=[CH:29][C:30]=1[CH3:31])[CH3:2] |f:2.3.4|. Procedure details: To methyl 7-[4-(2-ethoxyethoxy)-3,5-dimethylphenoxy]-1,1-dioxo-2,3-dihydro-1-benzothiepine-4-carboxylate (0.39 g) dissolved in methanol (5 ml) and THF (10 ml) was added a 1 M aqueous solution of potassium carbonate (2.5 ml), and the resulting mixture was stirred overnight at 70° C. The reaction mixture was concentrated, was then neutralized with 1 N hydrochloric acid and was extracted with ethyl acetate. The organic layer was washed with water and an aqueous saturated solution of sodium chloride... The reactants are C(C1=CC=CC=C1)=O (benzaldehyde), NCCC1=CC=C(OC2=CC=C(C=C2)S(=O)(=O)N=[N+]=[N-])C=C1 (4-[4-(2-aminoethyl)phenoxy]benzenesulfonyl azide), [BH4-].[Na+] (NaBH4). Run in CO (methanol). Run at time 8 hour. Product: C(C1=CC=CC=C1)NCCC1=CC=C(OC2=CC=C(C=C2)S(=O)(=O)N)C=C1 (4-[4-(2-Benzylaminoethyl)phenoxy]benzenesulfonamide). The yield is 27.5%. Reaction SMILES: [NH2:1][CH2:2][CH2:3][C:4]1[CH:22]=[CH:21][C:7]([O:8][C:9]2[CH:14]=[CH:13][C:12]([S:15]([N:18]=[N+]=[N-])(=[O:17])=[O:16])=[CH:11][CH:10]=2)=[CH:6][CH:5]=1.[CH:23](=O)[C:24]1[CH:29]=[CH:28][CH:27]=[CH:26][CH:25]=1.[BH4-].[Na+]>CO>[CH2:23]([NH:1][CH2:2][CH2:3][C:4]1[CH:22]=[CH:21][C:7]([O:8][C:9]2[CH:14]=[CH:13][C:12]([S:15]([NH2:18])(=[O:17])=[O:16])=[CH:11][CH:10]=2)=[CH:6][CH:5]=1)[C:24]1[CH:29]=[CH:28][CH:27]=[CH:26][CH:25]=1 |f:2.3|. Reported procedure: Take up the mixture of 4-[4-(2-aminoethyl)phenoxy]benzenesulfonyl azide (0.210 g, 0.661 mmol) in methanol (9.9 mL). Add benzaldehyde (0.20 mL, 1.98 mmol) and 3 Å molecular sieves. Stir at room temperature overnight. Add NaBH4 (0.075 g, 1.98 mmol) and stir for 1.5 hours. Filter the reaction mixture and purify by flash 40 chromatography, eluting with 3% (2.0 M NH3 in methanol), 30% hexanes and 67% ethyl acetate to give the title compound (0.0696 g, 25.8%): TOF MS ES+383.1 (M+H)+, HRMS calcd for C2... Starting materials: CC(C)[C@H]1COC(=N1)C2=NC(=CC=C2)C3=N[C@H](CO3)C(C)C ((S)-(i-Pr)-Pybox), ICCCCCCOC1OCCCC1 (I(CH2)6OTHP), II (iodine), II (iodine), C(C)(=O)OCCCCCCCCCCCBr (11-bromoundecyl acetate), organozinc. The reagents and catalysts are Cl[Ni]Cl.C(OC)COC (NiCl2 glyme), [Zn] (zinc), [Zn] (zinc). Run in CC(C)[C@@H]1COC(=N1)C2=NC(=CC=C2)C3=N[C@@H](CO3)C(C)C ((R)-(i-Pr)-Pybox), CN1CCN(C1=O)C (DMI), C1CCOC1 (THF), CN1CCN(C1=O)C (DMI). Reaction conditions: temperature 70 celsius, time 12 hour. The product is C(C)(=O)OCCCCCCCCCCCCCCCCCOC1OCCCC1 (Tetrahydro-2-(17-acetoxyheptadecyloxy)-2H-pyran). RXN SMILES: II.[C:3]([O:6][CH2:7][CH2:8][CH2:9][CH2:10][CH2:11][CH2:12][CH2:13][CH2:14][CH2:15][CH2:16][CH2:17]Br)(=[O:5])[CH3:4].CC([C@@H]1N=C(C2C=CC=C(C3OC[C@H](C(C)C)N=3)N=2)OC1)C.I[CH2:42][CH2:43][CH2:44][CH2:45][CH2:46][CH2:47][O:48][CH:49]1[CH2:54][CH2:53][CH2:52][CH2:51][O:50]1>CC([C@H]1N=C(C2C=CC=C(C3OC[C@@H](C(C)C)N=3)N=2)OC1)C.CN1C(=O)N(C)CC1.C1COCC1.[Zn].Cl[Ni]Cl.C(COC)OC>[C:3]([O:6][CH2:7][CH2:8][CH2:9][CH2:10][CH2:11][CH2:12][CH2:13][CH2:14][CH2:15][CH2:16][CH2:17][CH2:42][CH2:43][CH2:44][CH2:45][CH2:46][CH2:47][O:48][CH:49]1[CH2:54][CH2:53][CH2:52][CH2:51][O:50]1)(=[O:5])[CH3:4] |f:8.9|. Procedure details: In a 10-ml Schlenk tube, zinc powder (98 mg, 1.5 mmol) was dried at 70° C. under high vacuum for 30 min. After back-filling with nitrogen, DMI (1 ml) and iodine (13 mg, 0.05 mmol) were added. The mixture was stirred until disappearance of the iodine color, after which neat 11-bromoundecyl acetate (293 mg, 1 mmol) was added. The tube was sealed, and the mixture was stirred at 70° C. for 12 h, cooled to the room temperature and zinc excess was allowed to settle. In a 5-ml flask, NiCl2-glyme (17 mg...